From a dataset of the Open Reaction Database (ORD), a public repository of structured organic reaction records. describe an organic reaction: reactants, conditions, products, and yield The reactants are CCCCCCCCCCCCCCCCCCN(CCCN)CCCCCCCCCCCCCCCCCC, CCO, COC=O. The product is CCCCCCCCCCCCCCCCCCN(CCCCCCCCCCCCCCCCCC)CCCNC=O. Reaction SMILES: [CH2:1]([CH2:2][CH2:3][CH2:4][CH2:5][CH2:6][CH2:7][CH2:8][CH2:9][CH2:10][CH2:11][CH2:12][CH2:13][CH2:14][CH2:15][CH2:16][CH2:17][CH3:18])[N:19]([CH2:20][CH2:21][CH2:22][NH2:23])[CH2:24][CH2:25][CH2:26][CH2:27][CH2:28][CH2:29][CH2:30][CH2:31][CH2:32][CH2:33][CH2:34][CH2:35][CH2:36][CH2:37][CH2:38][CH2:39][CH2:40][CH3:41].[CH3:46][CH2:47][OH:48].[CH:42](=[O:43])[O:44][CH3:45]>>[CH2:1]([CH2:2][CH2:3][CH2:4][CH2:5][CH2:6][CH2:7][CH2:8][CH2:9][CH2:10][CH2:11][CH2:12][CH2:13][CH2:14][CH2:15][CH2:16][CH2:17][CH3:18])[N:19]([CH2:20][CH2:21][CH2:22][NH:23][CH:42]=[O:43])[CH2:24][CH2:25][CH2:26][CH2:27][CH2:28][CH2:29][CH2:30][CH2:31][CH2:32][CH2:33][CH2:34][CH2:35][CH2:36][CH2:37][CH2:38][CH2:39][CH2:40][CH3:41]. The product is C1(CCCCC1)C(\C=C(\C(=O)OCC)/O)=O (Ethyl (2Z)-4-cyclohexyl-2-hydroxy-4-oxo-2-butenoate). The reactants are CC(=O)C1CCCCC1 (cyclohexyl methyl ketone), [H-].[Na+] (NaH), CCOCC (Et2O), C(C(=O)OCC)(=O)OCC (diethyl oxalate). RXN SMILES: [CH3:1][C:2]([CH:4]1[CH2:9][CH2:8][CH2:7][CH2:6][CH2:5]1)=[O:3].[H-].[Na+].[C:12](OCC)(=[O:18])[C:13]([O:15][CH2:16][CH3:17])=[O:14].CCOCC>CN(C=O)C>[CH:4]1([C:2](=[O:3])/[CH:1]=[C:12](\[OH:18])/[C:13]([O:15][CH2:16][CH3:17])=[O:14])[CH2:9][CH2:8][CH2:7][CH2:6][CH2:5]1 |f:1.2|. Solvent: CN(C)C=O (DMF). Yield: 93.6%. Procedure: To a solution of cyclohexyl methyl ketone (10.4 g, 82.4 mmol) in DMF (90 ml) at rt, was added 60% NaH (3.96 g, 98.9 mmol). The mixture was stirred 45 min, cooled to 0° C., diethyl oxalate (13.4 ml, 98.9 mmol) was added and the temperature allowed to warm and stay at rt for 3 h. The reaction mixture was poured into Et2O, extracted with H2O (3×), and the aqueous phase was acidified with conc. HCl and extracted with EtOAc (3×). The organic extracts were washed with brine, dried (Na2SO4), and concen... Reaction conditions: temperature 0 celsius, time 45 minute. The reactants are N(=C=O)CCC=1C=C(C=CC1)C1=NN(C=N1)C1=CC=C(C=C1)OC(F)(F)F (3-(3-(2-isocyanatoethyl)phenyl)-1-(4-(trifluoromethoxy)phenyl)-1H-1,2,4-triazole), C(C)(C)C1=C(C=C(C=C1)C)NC(=S)N (1-(2-isopropyl-5-methylphenyl)thiourea). Product: C(C)(C)C1=C(C=C(C=C1)C)NC(=S)NC(=O)NCCC1=CC(=CC=C1)C1=NN(C=N1)C1=CC=C(C=C1)OC(F)(F)F (1-[(2-isopropyl-5-methyl-phenyl)carbamothioyl]-3-[2-[3-[1-[4-(trifluoromethoxy)phenyl]-1H-1,2,4-triazol-3-yl]phenyl]ethyl]urea), solid. Yield: 6.0%. RXN SMILES: [N:1]([CH2:4][CH2:5][C:6]1[CH:7]=[C:8]([C:12]2[N:16]=[CH:15][N:14]([C:17]3[CH:22]=[CH:21][C:20]([O:23][C:24]([F:27])([F:26])[F:25])=[CH:19][CH:18]=3)[N:13]=2)[CH:9]=[CH:10][CH:11]=1)=[C:2]=[O:3].[CH:28]([C:31]1[CH:36]=[CH:35][C:34]([CH3:37])=[CH:33][C:32]=1[NH:38][C:39]([NH2:41])=[S:40])([CH3:30])[CH3:29]>>[CH:28]([C:31]1[CH:36]=[CH:35][C:34]([CH3:37])=[CH:33][C:32]=1[NH:38][C:39]([NH:41][C:2]([NH:1][CH2:4][CH2:5][C:6]1[CH:11]=[CH:10][CH:9]=[C:8]([C:12]2[N:16]=[CH:15][N:14]([C:17]3[CH:22]=[CH:21][C:20]([O:23][C:24]([F:26])([F:25])[F:27])=[CH:19][CH:18]=3)[N:13]=2)[CH:7]=1)=[O:3])=[S:40])([CH3:30])[CH3:29]. Procedure: The title compound was prepared as described in Example 75 using 3-(3-(2-isocyanatoethyl)phenyl)-1-(4-(trifluoromethoxy)phenyl)-1H-1,2,4-triazole (CA44) and 1-(2-isopropyl-5-methylphenyl)thiourea isolated as an off-white solid (0.019 g, 6%): 1H NMR (400 MHz, DMSO-d6) δ 11.89 (s, 1H), 10.12 (s, 1H), 9.42 (s, 1H), 8.14-8.05 (m, 2H), 8.05-7.96 (m, 2H), 7.62 (ddd, J=7.8, 1.9, 0.9 Hz, 2H), 7.49 (t, J=7.6 Hz, 1H), 7.39 (dt, J=7.7, 1.5 Hz, 1H), 7.24-7.17 (m, 2H), 7.12-7.05 (m, 1H), 7.02 (t, J=5.8 Hz, 1... The reactants are CC(=O)[O-], O=C(Cl)CCl, [K+], C1COCCO1, O, CC(C)Sc1cc(S(N)(=O)=O)c(N)cc1Cl. The product is CC(C)Sc1cc2c(cc1Cl)N=C(CCl)NS2(=O)=O. As a reaction SMILES: [CH3:23][C:24](=[O:25])[O-:26].[Cl:17][CH2:18][C:19]([Cl:20])=[O:21].[K+:22].[O:28]1[CH2:29][CH2:30][O:31][CH2:32][CH2:33]1.[OH2:27].[S:1]([NH2:2])(=[O:3])(=[O:4])[c:5]1[c:6]([NH2:7])[cH:8][c:9]([Cl:16])[c:10]([S:12][CH:13]([CH3:14])[CH3:15])[cH:11]1>>[S:1]1(=[O:3])(=[O:4])[NH:2][C:19]([CH2:18][Cl:17])=[N:7][c:6]2[c:5]1[cH:11][c:10]([S:12][CH:13]([CH3:14])[CH3:15])[c:9]([Cl:16])[cH:8]2.